Dataset: the Open Reaction Database (ORD), a public repository of structured organic reaction records. Task: describe an organic reaction: reactants, conditions, products, and yield Reagents/catalysts: CN(C)C=O (DMF). Run in C(Cl)(Cl)(Cl)Cl (carbon tetrachloride). Procedure details: A mixture of compound (2) (2.83 g, 15.71 mmol), thionyl chloride (50 ml) and DMF (3 drops) was heated at reflux for 2 hours. After cooling to room temperature, excess thionyl chloride was removed under reduced pressure (rotary evaporator). The dark oil which was obtained was dissolved in carbon tetrachloride (30 ml), treated with pyridine (1 ml, 12.43 mmol) and methanol (20 ml) and stirred at ambient temperature for 2 hours. The solvents were evaporated and the residue purified by flash chromato... Product: COC(C1=CC(C(=O)O)=C(C=C1)C)=O (4-Methyl-isophthalic Methyl Ester). Run at time 2 hour. As a reaction SMILES: [CH3:1][C:2]1[CH:10]=[CH:9][C:5]([C:6]([OH:8])=[O:7])=[CH:4][C:3]=1[C:11]([OH:13])=[O:12].S(Cl)(Cl)=O.N1C=CC=C[CH:19]=1.CO>CN(C=O)C.C(Cl)(Cl)(Cl)Cl>[CH3:19][O:7][C:6](=[O:8])[C:5]1[CH:9]=[CH:10][C:2]([CH3:1])=[C:3]([C:11]([OH:13])=[O:12])[CH:4]=1. Starting materials: N1=CC=CC=C1 (pyridine), CO (methanol), CC1=C(C=C(C(=O)O)C=C1)C(=O)O (4-Methyl-isophthalic Acid), S(=O)(Cl)Cl (thionyl chloride). The reactants are CN1C(=C(C(CC1=O)C1=CC=C(C=C1)C(F)(F)F)C(=O)O)C (1,2-Dimethyl-6-oxo-4-[4-(trifluoromethyl)phenyl]-1,4,5,6-tetrahydro-3-pyridinecarboxylic acid), NC=1C=C2C=NNC2=CC1F (5-amino-6-fluoroindazole). Product: FC1=C(C=C2C=NNC2=C1)NC(=O)C1=C(N(C(CC1C1=CC=C(C=C1)C(F)(F)F)=O)C)C (N-(6-Fluoro-1H-indazol-5-yl)-1,2-dimethyl-6-oxo-4-[4-(trifluoromethyl)phenyl]-1,4,5,6-tetrahydro-3-pyridinecarboxamide). Reaction SMILES: [CH3:1][N:2]1[C:7](=[O:8])[CH2:6][CH:5]([C:9]2[CH:14]=[CH:13][C:12]([C:15]([F:18])([F:17])[F:16])=[CH:11][CH:10]=2)[C:4]([C:19](O)=[O:20])=[C:3]1[CH3:22].[NH2:23][C:24]1[CH:25]=[C:26]2[C:30](=[CH:31][C:32]=1[F:33])[NH:29][N:28]=[CH:27]2>>[F:33][C:32]1[CH:31]=[C:30]2[C:26]([CH:27]=[N:28][NH:29]2)=[CH:25][C:24]=1[NH:23][C:19]([C:4]1[CH:5]([C:9]2[CH:14]=[CH:13][C:12]([C:15]([F:16])([F:18])[F:17])=[CH:11][CH:10]=2)[CH2:6][C:7](=[O:8])[N:2]([CH3:1])[C:3]=1[CH3:22])=[O:20]. Procedure: The title compound was prepared from the product of Example 41, Step 2 and 5-amino-6-fluoroindazole using the method described in Example 56, Step 3. MS (ES+) m/e 447 [M+H]+ The reactants are CSc1ccc(N)cc1, Cc1ccc(S(=O)(=O)Cl)cc1, c1ccncc1. The product is CSc1ccc(NS(=O)(=O)c2ccc(C)cc2)cc1. Reaction SMILES: [CH3:1][S:2][c:3]1[cH:4][cH:5][c:6]([NH2:7])[cH:8][cH:9]1.[c:10]1([CH3:20])[cH:11][cH:12][c:13]([S:16](=[O:17])(=[O:18])[Cl:19])[cH:14][cH:15]1.[cH:21]1[cH:22][cH:23][n:24][cH:25][cH:26]1>>[CH3:1][S:2][c:3]1[cH:4][cH:5][c:6]([NH:7][S:16]([c:13]2[cH:12][cH:11][c:10]([CH3:20])[cH:15][cH:14]2)(=[O:17])=[O:18])[cH:8][cH:9]1. The reactants are C[Si](C)(C)[N-][Si](C)(C)C.[Li+] (Lithium bis(trimethylsilyl)amide), ClC1=NC=NC(=C1)Cl (4,6-dichloropyrimidine), NC1=NC=C(N=C1)C#N (2-amino-5-cyanopyrazine). The reagents and catalysts are C1=CC=C(C=C1)P(C2=CC=CC=C2)C3=CC=CC=C3.C1=CC=C(C=C1)P(C2=CC=CC=C2)C3=CC=CC=C3.Cl[Pd]Cl (bis(triphenylphosphine)palladium (II) chloride). Run in C1CCOC1 (THF), C1CCOC1 (THF). Run at temperature 135 celsius. The product is ClC1=CC(=NC=N1)NC=1N=CC(=NC1)C#N (5-(6-chloropyrimidin-4-ylamino)pyrazine-2-carbonitrile). Yield: 19.2%. Reaction SMILES: Cl[C:2]1[CH:7]=[C:6]([Cl:8])[N:5]=[CH:4][N:3]=1.[NH2:9][C:10]1[CH:15]=[N:14][C:13]([C:16]#[N:17])=[CH:12][N:11]=1.C[Si]([N-][Si](C)(C)C)(C)C.[Li+]>C1COCC1.C1C=CC(P(C2C=CC=CC=2)C2C=CC=CC=2)=CC=1.C1C=CC(P(C2C=CC=CC=2)C2C=CC=CC=2)=CC=1.Cl[Pd]Cl>[Cl:8][C:6]1[N:5]=[CH:4][N:3]=[C:2]([NH:9][C:10]2[N:11]=[CH:12][C:13]([C:16]#[N:17])=[N:14][CH:15]=2)[CH:7]=1 |f:2.3,5.6.7|. Procedure: A mixture of 4,6-dichloropyrimidine (1.00 g, 6.7 mmol), 2-amino-5-cyanopyrazine (806 mg, 6.7 mmol) and bis(triphenylphosphine)palladium (II) chloride (94 mg, 0.134 mmol) in dry THF (24 mL) was degassed under a stream of nitrogen gas for 10 minutes with stirring. Lithium bis(trimethylsilyl)amide in THF (1M, 7.38 mL, 7.4 mmol) was added and the mixture was heated at 135° C. for 20 minutes using microwave irradiation. The reaction mixture was adsorbed onto silica and purified by flash column chroma... The reactants are C1CCOC1, CCO, CCOC(=O)c1cc(C2CC2)c2c(C)c(-c3ccc4c(c3)CNC4C)ccn2c1=O, Cl. The product is Cc1c(-c2ccc3c(c2)CNC3C)ccn2c(=O)c(C(=O)O)cc(C3CC3)c12. RXN SMILES: [CH2:35]1[O:36][CH2:37][CH2:38][CH2:39]1.[CH3:1][CH2:2][OH:3].[CH:5]1([c:8]2[cH:9][c:10]([C:30](=[O:31])[O:32][CH2:33][CH3:34])[c:11](=[O:29])[n:12]3[cH:13][cH:14][c:15](-[c:19]4[cH:20][c:21]5[c:25]([cH:26][cH:27]4)[CH:24]([CH3:28])[NH:23][CH2:22]5)[c:16]([CH3:18])[c:17]23)[CH2:6][CH2:7]1.[ClH:4]>>[CH:5]1([c:8]2[cH:9][c:10]([C:30](=[O:31])[OH:32])[c:11](=[O:29])[n:12]3[cH:13][cH:14][c:15](-[c:19]4[cH:20][c:21]5[c:25]([cH:26][cH:27]4)[CH:24]([CH3:28])[NH:23][CH2:22]5)[c:16]([CH3:18])[c:17]23)[CH2:6][CH2:7]1.